This data is from the Open Reaction Database (ORD), a public repository of structured organic reaction records. The task is: describe an organic reaction: reactants, conditions, products, and yield Starting materials: S(=O)(=O)(C1=CC=C(C)C=C1)N1C2=C(CC(CC1)NC(OC(C)(C)C)=O)C=CC=C2 (tert-butyl 1-tosyl-2,3,4,5-tetrahydro-1H-benzo[b]azepin-4-ylcarbamate), [Mg] (magnesium), turnings. The solvent is CO (methanol). Reaction conditions: time 4 hour. The product is N1C2=C(CC(CC1)NC(OC(C)(C)C)=O)C=CC=C2 (tert-butyl 2,3,4,5-tetrahydro-1H-benzo[b]azepin-4-ylcarbamate). Isolated yield 81.7%. Reaction SMILES: S([N:11]1[CH2:17][CH2:16][CH:15]([NH:18][C:19](=[O:25])[O:20][C:21]([CH3:24])([CH3:23])[CH3:22])[CH2:14][C:13]2[CH:26]=[CH:27][CH:28]=[CH:29][C:12]1=2)(C1C=CC(C)=CC=1)(=O)=O.[Mg]>CO>[NH:11]1[CH2:17][CH2:16][CH:15]([NH:18][C:19](=[O:25])[O:20][C:21]([CH3:23])([CH3:24])[CH3:22])[CH2:14][C:13]2[CH:26]=[CH:27][CH:28]=[CH:29][C:12]1=2. Procedure details: To a solution of tert-butyl 1-tosyl-2,3,4,5-tetrahydro-1H-benzo[b]azepin-4-ylcarbamate (0.6 g, 1.4 mmol) in methanol (33 mL) was added magnesium metal turnings (0.51 g, 0.021 mol). The reaction mixture was stirred for 4 hours at room temperature before being evaporated to dryness and diluted with dichloromethane. The suspension formed was filtered through celite and the filtrate washed with brine. The organic layer was dried over anhydrous sodium sulfate concentrated under vacuo to give a residu... Reactants: NC1(C(C1)CCO)C1=CC(=CC=C1)[N+](=O)[O-] (2-((1SR,2SR)-2-amino-2-(3-nitrophenyl)cyclopropyl)ethanol), C(C)(C)(C)N=C=S (tert-butyl isothiocyanate). Run in C(C)#N (acetonitrile). Reaction conditions: temperature 80 celsius, time 36 hour. Yields the product C(C)(C)(C)NC(=S)NC1(C(C1)CCO)C1=CC(=CC=C1)[N+](=O)[O-] (1-tert-butyl-3-((1SR,2SR)-2-(2-hydroxyethyl)-1-(3-nitrophenyl)cyclopropyl)thiourea). The yield is 67.3%. Reaction SMILES: [NH2:1][C:2]1([C:8]2[CH:13]=[CH:12][CH:11]=[C:10]([N+:14]([O-:16])=[O:15])[CH:9]=2)[CH2:4][CH:3]1[CH2:5][CH2:6][OH:7].[C:17]([N:21]=[C:22]=[S:23])([CH3:20])([CH3:19])[CH3:18]>C(#N)C>[C:17]([NH:21][C:22]([NH:1][C:2]1([C:8]2[CH:13]=[CH:12][CH:11]=[C:10]([N+:14]([O-:16])=[O:15])[CH:9]=2)[CH2:4][CH:3]1[CH2:5][CH2:6][OH:7])=[S:23])([CH3:20])([CH3:19])[CH3:18]. Procedure: To a solution of 2-((1SR,2SR)-2-amino-2-(3-nitrophenyl)cyclopropyl)ethanol (intermediate A2c) (1.44 g, 6.48 mmol, Eq: 1.00) in dry acetonitrile (30 ml) was added at 23° C. tert-butyl isothiocyanate (1.12 g, 1.23 ml, 9.72 mmol, Eq: 1.5) and the mixture was stirred at 80° C. for 36 h. Evaporated to dryness and chromatography. The residue was chromatographed on 50 g SiO2 with 0-50% ethyl acetate in dichloromethane to give the 1-tert-butyl-3-((1SR,2SR)-2-(2-hydroxyethyl)-1-(3-nitrophenyl)cyclopropyl... Starting materials: CC#N, [N-]=[N+]=NCC1CN(c2cc(F)c(C3=CCN(Cc4ccccc4)CC3)c(F)c2)C(=O)O1, O, c1ccc(P(c2ccccc2)c2ccccc2)cc1. Reaction SMILES: [CH3:51][C:52]#[N:53].[N:1](=[N+:2]=[N-:3])[CH2:4][CH:5]1[CH2:6][N:7]([c:11]2[cH:12][c:13]([F:31])[c:14]([C:18]3=[CH:23][CH2:22][N:21]([CH2:24][c:25]4[cH:26][cH:27][cH:28][cH:29][cH:30]4)[CH2:20][CH2:19]3)[c:15]([F:17])[cH:16]2)[C:8](=[O:10])[O:9]1.[OH2:54].[c:32]1([P:33]([c:34]2[cH:35][cH:36][cH:37][cH:38][cH:39]2)[c:40]2[cH:41][cH:42][cH:43][cH:44][cH:45]2)[cH:46][cH:47][cH:48][cH:49][cH:50]1>>[NH2:1][CH2:4][CH:5]1[CH2:6][N:7]([c:11]2[cH:12][c:13]([F:31])[c:14]([C:18]3=[CH:23][CH2:22][N:21]([CH2:24][c:25]4[cH:26][cH:27][cH:28][cH:29][cH:30]4)[CH2:20][CH2:19]3)[c:15]([F:17])[cH:16]2)[C:8](=[O:10])[O:9]1. Product: NCC1CN(c2cc(F)c(C3=CCN(Cc4ccccc4)CC3)c(F)c2)C(=O)O1. The reactants are COc1ccc(CN(Cc2ccc(OC)cc2)c2nc(C)nc(-c3cc(CN4CCN(S(C)(=O)=O)CC4C)cnc3Nc3cnc(OC)c(F)c3)n2)cc1, O=C(O)C(F)(F)F, O=S(=O)(O)C(F)(F)F. Yields the product COc1ncc(Nc2ncc(CN3CCN(S(C)(=O)=O)CC3C)cc2-c2nc(C)nc(N)n2)cc1F. Reaction SMILES: [F:1][c:2]1[cH:3][c:4]([NH:10][c:11]2[n:12][cH:13][c:14]([CH2:43][N:44]3[CH:45]([CH3:54])[CH2:46][N:47]([S:50](=[O:51])(=[O:52])[CH3:53])[CH2:48][CH2:49]3)[cH:15][c:16]2-[c:17]2[n:18][c:19]([N:24]([CH2:25][c:26]3[cH:27][cH:28][c:29]([O:30][CH3:31])[cH:32][cH:33]3)[CH2:34][c:35]3[cH:36][cH:37][c:38]([O:39][CH3:40])[cH:41][cH:42]3)[n:20][c:21]([CH3:23])[n:22]2)[cH:5][n:6][c:7]1[O:8][CH3:9].[F:63][C:64]([F:65])([F:66])[C:67]([OH:68])=[O:69].[OH:55][S:56]([C:57]([F:58])([F:59])[F:60])(=[O:61])=[O:62]>>[F:1][c:2]1[cH:3][c:4]([NH:10][c:11]2[n:12][cH:13][c:14]([CH2:43][N:44]3[CH:45]([CH3:54])[CH2:46][N:47]([S:50](=[O:51])(=[O:52])[CH3:53])[CH2:48][CH2:49]3)[cH:15][c:16]2-[c:17]2[n:18][c:19]([NH2:24])[n:20][c:21]([CH3:23])[n:22]2)[cH:5][n:6][c:7]1[O:8][CH3:9]. Reactants: C1CCNCC1, Cc1cc(=O)c2cccc(C=O)c2o1, CC(=O)O, ClCCl, CC(=O)CC(=O)OCCC#N. Product: CC(=O)C(=Cc1cccc2c(=O)cc(C)oc12)C(=O)OCCC#N. Reaction SMILES: [CH2:30]1[CH2:31][CH2:32][NH:33][CH2:34][CH2:35]1.[CH3:1][c:2]1[o:3][c:4]2[c:5]([CH:13]=[O:14])[cH:6][cH:7][cH:8][c:9]2[c:10](=[O:12])[cH:11]1.[CH3:26][C:27](=[O:28])[OH:29].[Cl:36][CH2:37][Cl:38].[O:15]=[C:16]([CH2:17][C:18](=[O:19])[O:20][CH2:21][CH2:22][C:23]#[N:24])[CH3:25]>>[CH3:1][c:2]1[o:3][c:4]2[c:5]([CH:13]=[C:17]([C:16](=[O:15])[CH3:25])[C:18](=[O:19])[O:20][CH2:21][CH2:22][C:23]#[N:24])[cH:6][cH:7][cH:8][c:9]2[c:10](=[O:12])[cH:11]1. Starting materials: FC(C=1C=C(C=CC1)C=1N=C(NN1)N)(F)F (5-(3-(trifluoromethyl)phenyl)-2H-1,2,4-triazol-3-amine), [H-].[Na+] (sodium hydride), ClC=1C=CC(=C(C(=O)Cl)C1)[N+](=O)[O-] (5-chloro-2-nitrobenzoyl chloride). Solvent: O1CCCC1 (tetrahydrofuran), O1CCCC1 (tetrahydrofuran), C(C)(=O)OCC (ethyl acetate). Conditions: time 2 hour. Yields the product ClC=1C=CC(=C(C(=O)NC=2NN=C(N2)C2=CC(=CC=C2)C(F)(F)F)C1)[N+](=O)[O-] (5-chloro-2-nitro-N-(5-(3-(trifluoromethyl)phenyl)-2H-1,2,4-triazol-3-yl)-benzamide). Isolated yield 66.2%. RXN SMILES: [F:1][C:2]([F:16])([F:15])[C:3]1[CH:4]=[C:5]([C:9]2[N:10]=[C:11]([NH2:14])[NH:12][N:13]=2)[CH:6]=[CH:7][CH:8]=1.[H-].[Na+].[Cl:19][C:20]1[CH:21]=[CH:22][C:23]([N+:29]([O-:31])=[O:30])=[C:24]([CH:28]=1)[C:25](Cl)=[O:26]>O1CCCC1.C(OCC)(=O)C>[Cl:19][C:20]1[CH:21]=[CH:22][C:23]([N+:29]([O-:31])=[O:30])=[C:24]([CH:28]=1)[C:25]([NH:14][C:11]1[NH:12][N:13]=[C:9]([C:5]2[CH:6]=[CH:7][CH:8]=[C:3]([C:2]([F:15])([F:1])[F:16])[CH:4]=2)[N:10]=1)=[O:26] |f:1.2|. Reported procedure: To a solution of 5-(3-(trifluoromethyl)phenyl)-2H-1,2,4-triazol-3-amine (100 mg, 0.44 mmol, 1.00 equiv) in tetrahydrofuran (1 mL) was added sodium hydride (35 mg, 0.88 mmol, 2.00 equiv, 60%) followed by the dropwise addition of a solution of 5-chloro-2-nitrobenzoyl chloride (96.49 mg, 0.44 mmol, 1.00 equiv) in tetrahydrofuran (1 mL) and the resulting solution was stirred for 2 h at room temperature. The mixture was diluted with 50 mL of ethyl acetate, washed with 2×20 mL of brine, dried over anh... Starting materials: Cc1cc(Br)cc(C)c1N, C1COCCN1, CC(C)(C)[O-], Cc1ccccc1, [K+], c1ccc(P(c2ccccc2)c2ccc3ccccc3c2-c2c(P(c3ccccc3)c3ccccc3)ccc3ccccc23)cc1. Product: Cc1cc(N2CCOCC2)cc(C)c1N. As a reaction SMILES: [Br:59][c:60]1[cH:61][c:62]([CH3:68])[c:63]([NH2:64])[c:65]([CH3:67])[cH:66]1.[CH2:53]1[CH2:54][O:55][CH2:56][CH2:57][NH:58]1.[CH3:47][C:48]([CH3:49])([O-:50])[CH3:51].[CH3:69][c:70]1[cH:71][cH:72][cH:73][cH:74][cH:75]1.[K+:52].[c:1]1([P:2]([c:3]2[cH:4][cH:5][cH:6][cH:7][cH:8]2)[c:9]2[cH:10][cH:11][c:12]3[c:13]([cH:14][cH:15][cH:16][cH:17]3)[c:18]2-[c:19]2[c:20]3[c:21]([cH:22][cH:23][cH:24][cH:25]3)[cH:26][cH:27][c:28]2[P:29]([c:30]2[cH:31][cH:32][cH:33][cH:34][cH:35]2)[c:36]2[cH:37][cH:38][cH:39][cH:40][cH:41]2)[cH:42][cH:43][cH:44][cH:45][cH:46]1>>[CH2:53]1[CH2:54][O:55][CH2:56][CH2:57][N:58]1[c:60]1[cH:61][c:62]([CH3:68])[c:63]([NH2:64])[c:65]([CH3:67])[cH:66]1. Reactants: C(C)(C)(C)OC(=O)N1CC2=C(CC1)N(N=C2)CC(=O)OC(C)(C)C ((t-butyl) 5-t-butoxycarbonyl-4,5,6,7-tetrahydropyrazolo[4,5-c]pyridin-1-acetate), S(=O)(Cl)Cl (thionyl chloride). Run in C(C)O (ethanol). Run at temperature 80 celsius, time 3 hour. Product: Cl.Cl.N1(N=CC=2CNCCC21)CC(=O)OCC (Ethyl 4,5,6,7-tetrahydropyrazolo[4,5-c]pyridin-1-acetate.dihydrochloride). The yield is 181.8%. As a reaction SMILES: C(OC([N:8]1[CH2:13][CH2:12][C:11]2[N:14]([CH2:17][C:18]([O:20][C:21](C)(C)[CH3:22])=[O:19])[N:15]=[CH:16][C:10]=2[CH2:9]1)=O)(C)(C)C.S(Cl)([Cl:27])=O>C(O)C>[ClH:27].[ClH:27].[N:14]1([CH2:17][C:18]([O:20][CH2:21][CH3:22])=[O:19])[C:11]2[CH2:12][CH2:13][NH:8][CH2:9][C:10]=2[CH:16]=[N:15]1 |f:3.4.5|. Reported procedure: In 20 ml of ethanol was dissolved 1.01 g (3.00 mmol) of (t-butyl) 5-t-butoxycarbonyl-4,5,6,7-tetrahydropyrazolo[4,5-c]pyridin-1-acetate, and under ice-cooling, 0.39 g (3.30 mmol) of thionyl chloride was added to the solution and the resulting mixture was stirred at 80° C. for 3 hours. The reaction mixture was concentrated under reduced pressure, the residue was washed with ethyl acetate and dried to obtain 0.90 g (3.00 mmol) of the title compound as pale yellowish powder. Reactants: CC1CCCO1, [NH4+], CC(C)CN(CC(O)C(Cc1ccccc1)NC(=O)OC1COC2OCCC12)S(=O)(=O)c1ccc([N+](=O)[O-])c(NC2CCN(C3CCCC3)C2)c1. Product: CC(C)CN(CC(O)C(Cc1ccccc1)NC(=O)OC1COC2OCCC12)S(=O)(=O)c1ccc(N)c(NC2CCN(C3CCCC3)C2)c1. RXN SMILES: [CH3:53][CH:54]1[CH2:55][CH2:56][CH2:57][O:58]1.[NH4+:52].[O:1]1[CH2:2][CH:3]([O:9][C:10]([NH:11][CH:12]([CH:13]([CH2:14][N:15]([CH2:16][CH:17]([CH3:18])[CH3:19])[S:20](=[O:21])(=[O:22])[c:23]2[cH:24][c:25]([NH:32][CH:33]3[CH2:34][N:35]([CH:38]4[CH2:39][CH2:40][CH2:41][CH2:42]4)[CH2:36][CH2:37]3)[c:26]([N+:29]([O-:30])=[O:31])[cH:27][cH:28]2)[OH:43])[CH2:44][c:45]2[cH:46][cH:47][cH:48][cH:49][cH:50]2)=[O:51])[CH:4]2[CH:5]1[O:6][CH2:7][CH2:8]2>>[O:1]1[CH2:2][CH:3]([O:9][C:10]([NH:11][CH:12]([CH:13]([CH2:14][N:15]([CH2:16][CH:17]([CH3:18])[CH3:19])[S:20](=[O:21])(=[O:22])[c:23]2[cH:24][c:25]([NH:32][CH:33]3[CH2:34][N:35]([CH:38]4[CH2:39][CH2:40][CH2:41][CH2:42]4)[CH2:36][CH2:37]3)[c:26]([NH2:29])[cH:27][cH:28]2)[OH:43])[CH2:44][c:45]2[cH:46][cH:47][cH:48][cH:49][cH:50]2)=[O:51])[CH:4]2[CH:5]1[O:6][CH2:7][CH2:8]2.